describe an organic reaction: reactants, conditions, products, and yield From a dataset of the Open Reaction Database (ORD), a public repository of structured organic reaction records. Starting materials: C(C1=CC=CC=C1)OC(NC12C=3N(CC(CC1)CC2)C(C(=C(N3)C(NCC(CC3=CC=C(C=C3)F)=O)=O)OCC3=CC=CC=C3)=O)=O (benzyl(3-(benzyloxy)-2-((3-(4-fluorophenyl)-2-oxopropyl)carbamoyl)-4-oxo-6,7,8,9-tetrahydro-7,10-ethanopyrimido[1,2-a]azepin-10(4H)-yl)carbamate), Intermediate 13, Cl (HCl). The reagents and catalysts are [Pd] (Pd/C). The solvent is CO (MeOH). Conditions: time 2 hour. Product: NC12C=3N(CC(CC1)CC2)C(C(=C(N3)C(=O)NCC(CC3=CC=C(C=C3)F)=O)O)=O (10-Amino-N-(3-(4-fluorophenyl)-2-oxopropyl)-3-hydroxy-4-oxo-4,6,7,8,9,10-hexahydro-7,10-ethanopyrimido[1,2-a]azepine-2-carboxamide). Yield: 83.0%. Reaction SMILES: C(OC(=O)[NH:10][C:11]12[CH2:19][CH2:18][CH:15]([CH2:16][CH2:17]1)[CH2:14][N:13]1[C:20](=[O:46])[C:21]([O:38]CC3C=CC=CC=3)=[C:22]([C:24](=[O:37])[NH:25][CH2:26][C:27](=[O:36])[CH2:28][C:29]3[CH:34]=[CH:33][C:32]([F:35])=[CH:31][CH:30]=3)[N:23]=[C:12]21)C1C=CC=CC=1.Cl>CO.[Pd]>[NH2:10][C:11]12[CH2:19][CH2:18][CH:15]([CH2:16][CH2:17]1)[CH2:14][N:13]1[C:20](=[O:46])[C:21]([OH:38])=[C:22]([C:24]([NH:25][CH2:26][C:27](=[O:36])[CH2:28][C:29]3[CH:30]=[CH:31][C:32]([F:35])=[CH:33][CH:34]=3)=[O:37])[N:23]=[C:12]21. Procedure: To a mixture of benzyl(3-(benzyloxy)-2-((3-(4-fluorophenyl)-2-oxopropyl)carbamoyl)-4-oxo-6,7,8,9-tetrahydro-7,10-ethanopyrimido[1,2-a]azepin-10(4H)-yl)carbamate, Intermediate 13 (540 mg, 0.845 mmol) in MeOH (8 mL) was added 1N HCl (0.930 mL, 0.930 mmol) followed by 10% Pd/C (90 mg, 0.085 mmol) and the mixture stirred under a hydrogen atmosphere for 2 h. The mixture was then filtered and thoroughly washed with ethyl acetate. The filtrate was concentrated in vacuo and dried under high vacuum overn... Reactants: C(C1=CC=CC=C1)OC1=C(N=C2N(C1=O)C=C(C=C2)C)C=NO (3-Benzyloxy-7-methyl-4-oxo-4H-pyrido[1,2-a]pyrimidine-2-carbaldehyde oxime), ClC1=NC(=NC(=N1)Cl)Cl (Trichloro-1,3,5-triazine), C(C)(=O)OCC (ethyl acetate). The solvent is CN(C=O)C (DMF), CN(C=O)C (N,N-dimethylformamide). Run at time 30 minute. Product: C(C1=CC=CC=C1)OC1=C(N=C2N(C1=O)C=C(C=C2)C)C#N (3-Benzyloxy-7-methyl-4-oxo-4H-pyrido[1,2-a]pyrimidine-2-carbonitrile). Yield: 60.6%. RXN SMILES: ClC1N=C(Cl)N=C(Cl)N=1.[CH2:10]([O:17][C:18]1[C:23](=[O:24])[N:22]2[CH:25]=[C:26]([CH3:29])[CH:27]=[CH:28][C:21]2=[N:20][C:19]=1[CH:30]=[N:31]O)[C:11]1[CH:16]=[CH:15][CH:14]=[CH:13][CH:12]=1.C(OCC)(=O)C>CN(C)C=O>[CH2:10]([O:17][C:18]1[C:23](=[O:24])[N:22]2[CH:25]=[C:26]([CH3:29])[CH:27]=[CH:28][C:21]2=[N:20][C:19]=1[C:30]#[N:31])[C:11]1[CH:12]=[CH:13][CH:14]=[CH:15][CH:16]=1. Procedure: Trichloro-1,3,5-triazine (576 mg, 3.15 mmol) was dissolved in anhydrous N,N-dimethylformamide (DMF) (1 mL) and stirred at room temperature for 30 min. To this solution was added dropwise a solution of the product from Example 11.1 (927 mg, 3 mmol) in DMF (5 mL). The mixture was kept at room temperature for 2 h, then ethyl acetate (50 mL) was added and the organic phase separated and washed with brine, dried (Na2SO4) and concentrated in vacuo. Purification by short flash chromatography afforded t... The reactants are C(C)(C)(C)OC([C@H](CCC(=O)O)NC(CC[C@H](NC(CC[C@H](NC(CC[C@H](NC(CCCCCCCCCCCCCCCCC(=O)OC(C)(C)C)=O)C(=O)OC(C)(C)C)=O)C(=O)OC(C)(C)C)=O)C(=O)OC(C)(C)C)=O)=O ((S)-2-((S)-4-tert-Butoxycarbonyl-4-{(S)-4-tert-butoxycarbonyl-4-[(S)-4-tert-butoxycarbonyl-4-(17-tert-butoxycarbonylheptadecanoylamino)butyrylamino]butyrylamino}butyrylamino)pentanedioic acid 1-tert-butyl ester), [B-](F)(F)(F)F.CN(C)C(=[N+](C)C)ON1C(=O)CCC1=O (TSTU). Run in C(C)#N (acetonitrile). Yields the product O=C1N(C(CC1)=O)OC(CC[C@@H](C(=O)OC(C)(C)C)NC(CC[C@H](NC(CC[C@H](NC(CC[C@H](NC(CCCCCCCCCCCCCCCCC(=O)OC(C)(C)C)=O)C(=O)OC(C)(C)C)=O)C(=O)OC(C)(C)C)=O)C(=O)OC(C)(C)C)=O)=O ((S)-2-((S)-4-tert-Butoxycarbonyl-4-{(S)-4-tert-butoxycarbonyl-4-[(S)-4-tert-butoxycarbonyl-4-(17-tert-butoxycarbonylheptadecanoylamino)butyrylamino]butyrylamino}butyrylamino)-pentanedioic acid 1-tert-butylester-5-(2,5-dioxopyrrolidin-1-yl)ester). Reaction SMILES: [C:1]([O:5][C:6](=[O:78])[C@@H:7]([NH:13][C:14](=[O:77])[CH2:15][CH2:16][C@@H:17]([C:70]([O:72][C:73]([CH3:76])([CH3:75])[CH3:74])=[O:71])[NH:18][C:19](=[O:69])[CH2:20][CH2:21][C@@H:22]([C:62]([O:64][C:65]([CH3:68])([CH3:67])[CH3:66])=[O:63])[NH:23][C:24](=[O:61])[CH2:25][CH2:26][C@@H:27]([C:54]([O:56][C:57]([CH3:60])([CH3:59])[CH3:58])=[O:55])[NH:28][C:29](=[O:53])[CH2:30][CH2:31][CH2:32][CH2:33][CH2:34][CH2:35][CH2:36][CH2:37][CH2:38][CH2:39][CH2:40][CH2:41][CH2:42][CH2:43][CH2:44][CH2:45][C:46]([O:48][C:49]([CH3:52])([CH3:51])[CH3:50])=[O:47])[CH2:8][CH2:9][C:10]([OH:12])=[O:11])([CH3:4])([CH3:3])[CH3:2].[B-](F)(F)(F)F.CN(C(O[N:92]1[C:97](=[O:98])[CH2:96][CH2:95][C:93]1=[O:94])=[N+](C)C)C>C(#N)C>[O:94]=[C:93]1[CH2:95][CH2:96][C:97](=[O:98])[N:92]1[O:11][C:10](=[O:12])[CH2:9][CH2:8][C@H:7]([NH:13][C:14](=[O:77])[CH2:15][CH2:16][C@@H:17]([C:70]([O:72][C:73]([CH3:76])([CH3:75])[CH3:74])=[O:71])[NH:18][C:19](=[O:69])[CH2:20][CH2:21][C@@H:22]([C:62]([O:64][C:65]([CH3:68])([CH3:67])[CH3:66])=[O:63])[NH:23][C:24](=[O:61])[CH2:25][CH2:26][C@@H:27]([C:54]([O:56][C:57]([CH3:58])([CH3:59])[CH3:60])=[O:55])[NH:28][C:29](=[O:53])[CH2:30][CH2:31][CH2:32][CH2:33][CH2:34][CH2:35][CH2:36][CH2:37][CH2:38][CH2:39][CH2:40][CH2:41][CH2:42][CH2:43][CH2:44][CH2:45][C:46]([O:48][C:49]([CH3:50])([CH3:51])[CH3:52])=[O:47])[C:6]([O:5][C:1]([CH3:2])([CH3:3])[CH3:4])=[O:78] |f:1.2|. Procedure: (S)-2-((S)-4-tert-Butoxycarbonyl-4-{(S)-4-tert-butoxycarbonyl-4-[(S)-4-tert-butoxycarbonyl-4-(17-tert-butoxycarbonylheptadecanoylamino)butyrylamino]butyrylamino}butyrylamino)pentanedioic acid 1-tert-butyl ester (0.1 g, 0.09 mmol) was activated with TSTU (29.8 mg, 0.099 mmol) in acetonitrile solution at RT for 1 h using the same method for activation and work up as described above. This afforded 100 mg crude activated product which could be used as such for insulin acylation without further purif... Starting materials: amine, CC=1C=C(C=C(C1)C)CC(C)(C)NC=O (2-(3,5-dimethylphenyl)-1,1-dimethylethylformamide), Cl (hydrochloric acid). Yields the product CC=1C=C(C=C(C1)C)CC(C)(C)N (2-(3,5-dimethylphenyl)-1,1-dimethylethylamine). Reaction SMILES: [CH3:1][C:2]1[CH:3]=[C:4]([CH2:9][C:10]([NH:13]C=O)([CH3:12])[CH3:11])[CH:5]=[C:6]([CH3:8])[CH:7]=1.Cl>>[CH3:1][C:2]1[CH:3]=[C:4]([CH2:9][C:10]([NH2:13])([CH3:11])[CH3:12])[CH:5]=[C:6]([CH3:8])[CH:7]=1. Reported procedure: By reacting 6.00 g (34 mmol) of 1-(3,5-dimethylphenyl)-2-methylpropanol-2-ol and 2.00 g (41 mmol) of sodium cyanide in a Ritter reaction, 2.40 g of 2-(3,5-dimethylphenyl)-1,1-dimethylethylformamide (35% yield) is obtained. To liberate the amine, the formamide (2.40 g, 11.7 mmol) is treated with hydrochloric acid. The method and working up are analogous to the method for Example 10(c). Oil. Yield: 1.70 g (82%); mass spectroscopy: [M+H]+=178. The reactants are Cc1cc(Br)cc2nc(-c3ccc([N+](=O)[O-])cc3)oc12, ClCCl. Yields the product Cc1cc(Br)cc2nc(-c3ccc(N)cc3)oc12. As a reaction SMILES: [Br:1][c:2]1[cH:3][c:4]([CH3:20])[c:5]2[c:6]([n:7][c:8](-[c:10]3[cH:11][cH:12][c:13]([N+:16]([O-:17])=[O:18])[cH:14][cH:15]3)[o:9]2)[cH:19]1.[Cl:21][CH2:22][Cl:23]>>[Br:1][c:2]1[cH:3][c:4]([CH3:20])[c:5]2[c:6]([n:7][c:8](-[c:10]3[cH:11][cH:12][c:13]([NH2:16])[cH:14][cH:15]3)[o:9]2)[cH:19]1. Reactants: CC(C)(C)S(=O)N=CCC1(O[Si](C)(C)C(C)(C)C)CCC1, C1CCOC1, CC1(C)CCCC(C)(C)N1, CC(C)(C)Cc1ccc(F)nc1F, [Li]CCCC, N#N. The product is CC(C)(C)Cc1cc(C(CC2(O[Si](C)(C)C(C)(C)C)CCC2)NS(=O)C(C)(C)C)c(F)nc1F. As a reaction SMILES: [C:29]([CH3:30])([CH3:31])([CH3:32])[Si:33]([O:34][C:35]1([CH2:39][CH:40]=[N:41][S:42](=[O:43])[C:44]([CH3:45])([CH3:46])[CH3:47])[CH2:36][CH2:37][CH2:38]1)([CH3:48])[CH3:49].[CH2:52]1[O:53][CH2:54][CH2:55][CH2:56]1.[CH3:1][C:2]1([CH3:3])[CH2:4][CH2:5][CH2:6][C:7]([CH3:8])([CH3:9])[NH:10]1.[F:16][c:17]1[n:18][c:19]([F:28])[cH:20][cH:21][c:22]1[CH2:23][C:24]([CH3:25])([CH3:26])[CH3:27].[Li:11][CH2:12][CH2:13][CH2:14][CH3:15].[N:50]#[N:51]>>[F:16][c:17]1[n:18][c:19]([F:28])[c:20]([CH:40]([CH2:39][C:35]2([O:34][Si:33]([C:29]([CH3:30])([CH3:31])[CH3:32])([CH3:48])[CH3:49])[CH2:36][CH2:37][CH2:38]2)[NH:41][S:42](=[O:43])[C:44]([CH3:45])([CH3:46])[CH3:47])[cH:21][c:22]1[CH2:23][C:24]([CH3:25])([CH3:26])[CH3:27]. Reactants: Intermediate 2, C(C)OC=1C=C(C=CC1O)C(C(=O)O)O ((3-ethoxy-4-hydroxyphenyl)hydroxy-acetic acid), C(C)OC1=C(C=CC=C1)O (2-ethoxyphenol), C(C=O)(=O)O (glyoxylic acid). Conditions: temperature 0 celsius. Yields the product C(C)(=O)OC(C(=O)O)C1=CC(=C(C=C1)OC(C)=O)OCC (acetoxy-(4-acetoxy-3-ethoxyphenyl)-acetic acid), C(C)(=O)OC(C)=O (acetic anhydride), intermediate 2. RXN SMILES: [CH2:1]([O:3][C:4]1[CH:5]=[C:6]([CH:11]([OH:15])[C:12]([OH:14])=[O:13])[CH:7]=[CH:8][C:9]=1[OH:10])[CH3:2].[CH2:16]([O:18]C1C=CC=CC=1O)[CH3:17].[C:26]([OH:30])(=[O:29])[CH:27]=[O:28]>>[C:16]([O:15][CH:11]([C:6]1[CH:7]=[CH:8][C:9]([O:10][C:27](=[O:28])[CH3:26])=[C:4]([O:3][CH2:1][CH3:2])[CH:5]=1)[C:12]([OH:14])=[O:13])(=[O:18])[CH3:17].[C:1]([O:30][C:26](=[O:29])[CH3:27])(=[O:3])[CH3:2]. Procedure: Intermediate 2, (3-ethoxy-4-hydroxyphenyl)hydroxy-acetic acid can be prepared by addition of base to an aqueous mixture of 2-ethoxyphenol and glyoxylic acid cooled to 0° C. Intermediate 3, acetoxy-(4-acetoxy-3-ethoxyphenyl)-acetic acid, can be formed by the addition of acetic anhydride to intermediate 2 dissolved in dichloromethane (DCM) and pyridine, cooled in an ice bath. Intermediate 3 dissolved in a short chain alcohol is reduced under hydrogen to provide intermediate 4, (4-acetoxy-3-ethoxyp... The reactants are CC(C)(C)OC(=O)c1ccc(-n2c(CCc3nnn[nH]3)ccc2-c2ccccc2)cc1, O=CO. The product is O=C(O)c1ccc(-n2c(CCc3nnn[nH]3)ccc2-c2ccccc2)cc1. RXN SMILES: [C:1]([CH3:2])([CH3:3])([CH3:4])[O:5][C:6]([c:7]1[cH:8][cH:9][c:10](-[n:13]2[c:14](-[c:25]3[cH:26][cH:27][cH:28][cH:29][cH:30]3)[cH:15][cH:16][c:17]2[CH2:18][CH2:19][c:20]2[n:21][n:22][n:23][nH:24]2)[cH:11][cH:12]1)=[O:31].[CH:32]([OH:33])=[O:34]>>[O:5]=[C:6]([c:7]1[cH:8][cH:9][c:10](-[n:13]2[c:14](-[c:25]3[cH:26][cH:27][cH:28][cH:29][cH:30]3)[cH:15][cH:16][c:17]2[CH2:18][CH2:19][c:20]2[n:21][n:22][n:23][nH:24]2)[cH:11][cH:12]1)[OH:31]. Starting materials: BrC1=CC(=C(C(=O)NC)C=C1)F (4-Bromo-2-fluoro-N-methyl-benzamide), CCCC[N+](CCCC)(CCCC)CCCC.[F-] (TBAF), C(#C)N1C2C(C=3C=C(C=CC13)C)CN(CC2)C (5-ethynyl-2,8-dimethyl-2,3,4,4a,5,9b-hexahydro-1H-pyrido[4,3-b]indole), dichlorobis(triphenylphosphine) palladium(II). Solvent: O (water). Reaction conditions: temperature 80 celsius, time 30 minute. Product: CN1CC2=C(N(C=3C=CC(=CC23)C)C#CC2=CC(=C(C(=O)NC)C=C2)F)CC1 (4-((2,8-dimethyl-3,4-dihydro-1H-pyrido[4,3-b]indol-5(2H)-yl)ethynyl)-2-fluoro-N-methylbenzamide). Reaction SMILES: Br[C:2]1[CH:11]=[CH:10][C:5]([C:6]([NH:8][CH3:9])=[O:7])=[C:4]([F:12])[CH:3]=1.[C:13]([N:15]1[C:23]2[CH:22]=[CH:21][C:20]([CH3:24])=[CH:19][C:18]=2[CH:17]2[CH2:25][N:26]([CH3:29])[CH2:27][CH2:28][CH:16]12)#[CH:14].CCCC[N+](CCCC)(CCCC)CCCC.[F-]>O>[CH3:29][N:26]1[CH2:27][CH2:28][C:16]2[N:15]([C:13]#[C:14][C:2]3[CH:11]=[CH:10][C:5]([C:6]([NH:8][CH3:9])=[O:7])=[C:4]([F:12])[CH:3]=3)[C:23]3[CH:22]=[CH:21][C:20]([CH3:24])=[CH:19][C:18]=3[C:17]=2[CH2:25]1 |f:2.3|. Procedure details: 4-Bromo-2-fluoro-N-methyl-benzamide (100 mg, 0.5 mmol), 5-ethynyl-2,8-dimethyl-2,3,4,4a,5,9b-hexahydro-1H-pyrido[4,3-b]indole (123 mg, 0.5 mmol), dichlorobis(triphenylphosphine) palladium(II) (17 mg, 0.25 mmol) and TBAF.3H2O (475 mg, 1.5 mmol) were mixed and stirred at 80° C. for 30 min under nitrogen. The progress of reaction was monitored by TLC and LCMS. The mixture was cooled to RT, water was added, and extracted with EtOAc. The organic layer was washed with water (1×10 mL), dried over anhyd...